Dataset: the Open Reaction Database (ORD), a public repository of structured organic reaction records. Task: describe an organic reaction: reactants, conditions, products, and yield Starting materials: CN(C)C(=[N+](C)C)ON1C2=C(C=CC=C2)N=N1.[B-](F)(F)(F)F (TBTU), C=1C=CC2=C(C1)N=NN2O (HOBT), C(=O)(OC(C)(C)C)N1C[C@@H](C(=O)O)CCC1 ((S)-N-Boc-nipecotic acid), CCN(C(C)C)C(C)C (DIPEA), COC1=C(C=C(C=C1)CCC)C=1N=C(SC1)N (4-(2-methoxy-5-propylphenyl)-1,3-thiazol-2-amine). The solvent is CCOC(=O)C (EtOAc), CN(C)C=O (DMF). Conditions: time 3 hour. Product: COC1=C(C=C(C=C1)CCC)C=1N=C(SC1)NC(=O)[C@@H]1CN(CCC1)C(=O)OC(C)(C)C (tert-butyl (S)-3-[4-(2-methoxy-5-propylphenyl)thiazol-2-ylcarbamoyl]piperidine-1-carboxylate). Isolated yield 79.8%. Reaction SMILES: CN(C(ON1N=NC2C=CC=CC1=2)=[N+](C)C)C.[B-](F)(F)(F)F.C1C=CC2N(O)N=NC=2C=1.[C:33]([N:40]1[CH2:48][CH2:47][CH2:46][C@H:42]([C:43]([OH:45])=O)[CH2:41]1)([O:35][C:36]([CH3:39])([CH3:38])[CH3:37])=[O:34].CCN(C(C)C)C(C)C.[CH3:58][O:59][C:60]1[CH:65]=[CH:64][C:63]([CH2:66][CH2:67][CH3:68])=[CH:62][C:61]=1[C:69]1[N:70]=[C:71]([NH2:74])[S:72][CH:73]=1>CN(C=O)C.CCOC(C)=O>[CH3:58][O:59][C:60]1[CH:65]=[CH:64][C:63]([CH2:66][CH2:67][CH3:68])=[CH:62][C:61]=1[C:69]1[N:70]=[C:71]([NH:74][C:43]([C@H:42]2[CH2:46][CH2:47][CH2:48][N:40]([C:33]([O:35][C:36]([CH3:37])([CH3:38])[CH3:39])=[O:34])[CH2:41]2)=[O:45])[S:72][CH:73]=1 |f:0.1|. Procedure: 0.5 g of TBTU, 0.1 g of HOBT, 0.35 g of (S)-N-Boc-nipecotic acid and then 0.3 mL of DIPEA are added, at a temperature of 0° C., to a solution of 0.5 g of 4-(2-methoxy-5-propylphenyl)-1,3-thiazol-2-amine, obtained in preparation I.4, in 4 mL of DMF. The medium is stirred at room temperature for 3 hours and then diluted with EtOAc and washed 4 times with 10% Na2CO3 solution and then with saturated NaCl solution. After drying over MgSO4, the solution is concentrated and then purified by flash chrom... The reactants are [OH-].[Na+] (sodium hydroxide), C1(\C=C/C(=O)O1)=O (maleic anhydride). The product is C(\C=C/C(=O)O)(=O)[O-].[Na+] (monosodium maleate). RXN SMILES: [OH-:1].[Na+:2].[C:3]1(=[O:9])[O:8][C:6](=[O:7])[CH:5]=[CH:4]1>>[C:3]([O-:8])(=[O:9])/[CH:4]=[CH:5]\[C:6]([OH:1])=[O:7].[Na+:2] |f:0.1,3.4|. Reported procedure: 102 g (1.224 mol as pure sodium hydroxide) of 48% aqueous sodium hydroxide solution was added to an aqueous solution containing 117.6 g (1.2 mol) of maleic anhydride to obtain 50 wt. % aqueous solution of monosodium maleate. The whole quantity of the aqueous solution was transferred into a 500 ml autoclave. Nitrogen was introduced therein under stirring and the temperature of the reaction system was elevated to 90° C. 10.13 g (8.104 g as pure t-butyl peroxide) of 80% t-butyl peroxide (molecular ...